This data is from the Open Reaction Database (ORD), a public repository of structured organic reaction records. The task is: describe an organic reaction: reactants, conditions, products, and yield Reactants: CNO, CCOC(C)=O, Cl, COCCOCc1cn(Cc2ccc(F)cc2)c2cnc(C(=O)O)cc12, CN(C)C=O. Product: COCCOCc1cn(Cc2ccc(F)cc2)c2cnc(C(=O)N(C)O)cc12. Reaction SMILES: [CH3:28][NH:29][OH:30].[CH3:36][CH2:37][O:38][C:39]([CH3:40])=[O:41].[ClH:27].[F:1][c:2]1[cH:3][cH:4][c:5]([CH2:6][n:7]2[cH:8][c:9]([CH2:19][O:20][CH2:21][CH2:22][O:23][CH3:24])[c:10]3[c:11]2[cH:12][n:13][c:14]([C:16](=[O:17])[OH:18])[cH:15]3)[cH:25][cH:26]1.[O:31]=[CH:32][N:33]([CH3:34])[CH3:35]>>[F:1][c:2]1[cH:3][cH:4][c:5]([CH2:6][n:7]2[cH:8][c:9]([CH2:19][O:20][CH2:21][CH2:22][O:23][CH3:24])[c:10]3[c:11]2[cH:12][n:13][c:14]([C:16](=[O:18])[N:29]([CH3:28])[OH:30])[cH:15]3)[cH:25][cH:26]1.